This data is from the Open Reaction Database (ORD), a public repository of structured organic reaction records. The task is: describe an organic reaction: reactants, conditions, products, and yield Reactants: Cl.C(C)C1=NN(C2=CC(=CC=C12)N)C1=CC=CC=C1 (3-ethyl-1-phenyl-1H-indazol-6-amine hydrochloride), [I-].ClC1=[N+](C=CC=C1)C (2-chloro-1-methylpyridinium iodide), C(CCC)N(CCCC)CCCC (tributylamine), N1C=NC2=C1C=CC(=C2)C(=O)O (1H-benzo[d]imidazole-5-carboxylic acid). Solvent: CN(C=O)C (N,N-dimethylformamide). Reaction conditions: temperature 100 celsius, time 2 day. The product is C(C)C1=NN(C2=CC(=CC=C12)NC(=O)C1=CC2=C(NC=N2)C=C1)C1=CC=CC=C1 (N-(3-ethyl-1-phenyl-1H-indazol-6-yl)-1H-benzo[d]imidazole-5-carboxamide). As a reaction SMILES: Cl.[CH2:2]([C:4]1[C:12]2[C:7](=[CH:8][C:9]([NH2:13])=[CH:10][CH:11]=2)[N:6]([C:14]2[CH:19]=[CH:18][CH:17]=[CH:16][CH:15]=2)[N:5]=1)[CH3:3].C(N(CCCC)CCCC)CCC.[NH:33]1[C:37]2[CH:38]=[CH:39][C:40]([C:42](O)=[O:43])=[CH:41][C:36]=2[N:35]=[CH:34]1.[I-].ClC1C=CC=C[N+]=1C>CN(C)C=O>[CH2:2]([C:4]1[C:12]2[C:7](=[CH:8][C:9]([NH:13][C:42]([C:40]3[CH:39]=[CH:38][C:37]4[NH:33][CH:34]=[N:35][C:36]=4[CH:41]=3)=[O:43])=[CH:10][CH:11]=2)[N:6]([C:14]2[CH:19]=[CH:18][CH:17]=[CH:16][CH:15]=2)[N:5]=1)[CH3:3] |f:0.1,4.5|. Procedure details: Into a 100-mL 3-necked round-bottom flask, was placed a solution of 3-ethyl-1-phenyl-1H-indazol-6-amine hydrochloride (300 mg, 1.10 mmol, 1.00 equiv) in N,N-dimethylformamide (30 mL), tributylamine (492 mg, 2.66 mmol, 2.50 equiv), 1H-benzo[d]imidazole-5-carboxylic acid (180 mg, 1.11 mmol, 1.00 equiv), 2-chloro-1-methylpyridinium iodide (330 mg, 1.29 mmol, 1.20 equiv). The resulting solution was stirred for 2 days at 100° C. in an oil bath. The resulting mixture was concentrated under vacuum. The... The reactants are ON=C(C(=O)OCC)C#N (ethyl 2-hydroxyimino-2-cyanoacetate), O (water), C(O)([O-])=O.[Na+] (sodium hydrogencarbonate), ClC(=O)OCC1=CC=CC=C1 (benzyl chloroformate). The solvent is CC(=O)C (acetone). Reaction conditions: time 3 hour. Yields the product C(C1=CC=CC=C1)OC(=O)ON=C(C(=O)OCC)C#N (ethyl 2-benzyloxycarbonyloxyimino-2-cyanoacetate). The yield is 80.1%. RXN SMILES: [OH:1][N:2]=[C:3]([C:9]#[N:10])[C:4]([O:6][CH2:7][CH3:8])=[O:5].O.Cl[C:13]([O:15][CH2:16][C:17]1[CH:22]=[CH:21][CH:20]=[CH:19][CH:18]=1)=[O:14].C(=O)([O-])O.[Na+]>CC(C)=O>[CH2:16]([O:15][C:13]([O:1][N:2]=[C:3]([C:9]#[N:10])[C:4]([O:6][CH2:7][CH3:8])=[O:5])=[O:14])[C:17]1[CH:22]=[CH:21][CH:20]=[CH:19][CH:18]=1 |f:3.4|. Reported procedure: A mixture of ethyl 2-hydroxyimino-2-cyanoacetate (8.5 g). water (30 ml) and acetone (4 ml) is stirred at 0°C, and benzyl chloroformate (9.4 g) is added thereto. The resulting mixture is, after adjusted to pH 7 to 8 with the addition of an aqueous solution of sodium hydrogencarbonate, stirred for 3 hours and then filtered. The residue is washed with water and dried to give ethyl 2-benzyloxycarbonyloxyimino-2-cyanoacetate (12.2 g) as crystals. M.P. 101° to 102.5°C. The reactants are O=C([O-])[O-], CC1CCC(C)N1, CCC(C)=O, O=C(c1ccc(-c2ccc(OCCCCl)cc2)cc1)N1CCOCC1, Cl, [I-], [K+], [K+], [K+]. Product: CC1CCC(C)N1CCCOc1ccc(-c2ccc(C(=O)N3CCOCC3)cc2)cc1. RXN SMILES: [C:34](=[O:35])([O-:36])[O-:37].[CH3:27][CH:28]1[NH:29][CH:30]([CH3:33])[CH2:31][CH2:32]1.[CH3:42][C:43](=[O:44])[CH2:45][CH3:46].[Cl:1][CH2:2][CH2:3][CH2:4][O:5][c:6]1[cH:7][cH:8][c:9](-[c:12]2[cH:13][cH:14][c:15]([C:18](=[O:19])[N:20]3[CH2:21][CH2:22][O:23][CH2:24][CH2:25]3)[cH:16][cH:17]2)[cH:10][cH:11]1.[ClH:26].[I-:41].[K+:38].[K+:39].[K+:40]>>[CH2:2]([CH2:3][CH2:4][O:5][c:6]1[cH:7][cH:8][c:9](-[c:12]2[cH:13][cH:14][c:15]([C:18](=[O:19])[N:20]3[CH2:21][CH2:22][O:23][CH2:24][CH2:25]3)[cH:16][cH:17]2)[cH:10][cH:11]1)[N:29]1[CH:28]([CH3:27])[CH2:32][CH2:31][CH:30]1[CH3:33]. The reactants are COC(=O)c1cc(OCC(C)NCC(O)c2ccccc2)ccc1O, N, C1COCCO1. Yields the product CC(COc1ccc(O)c(C(N)=O)c1)NCC(O)c1ccccc1. Reaction SMILES: [C:2](=[O:3])([O:4][CH3:5])[c:6]1[cH:7][c:8]([O:9][CH2:10][CH:11]([CH3:12])[NH:13][CH2:14][CH:15]([c:16]2[cH:17][cH:18][cH:19][cH:20][cH:21]2)[OH:22])[cH:23][cH:24][c:25]1[OH:26].[NH3:1].[O:27]1[CH2:28][CH2:29][O:30][CH2:31][CH2:32]1>>[NH2:1][C:2](=[O:3])[c:6]1[cH:7][c:8]([O:9][CH2:10][CH:11]([CH3:12])[NH:13][CH2:14][CH:15]([c:16]2[cH:17][cH:18][cH:19][cH:20][cH:21]2)[OH:22])[cH:23][cH:24][c:25]1[OH:26]. Solvent: O1CCCC1 (tetrahydrofuran). Yields the product C(C)C1=CC=C(C=C1)CCC1=CC=C(C=C1)C1=C(C=C(C=C1)CCCCC)F (1-(p-ethylphenyl)-2-(4'-n-pentyl-2'-fluorobiphenyl-4-yl)ethane). Reaction SMILES: [CH2:1]([C:3]1[CH:8]=[CH:7][C:6]([CH:9]=[CH:10][C:11]2[CH:16]=[CH:15][C:14]([C:17]3[CH:22]=[CH:21][C:20]([CH2:23][CH2:24][CH2:25][CH2:26][CH3:27])=[CH:19][C:18]=3[F:28])=[CH:13][CH:12]=2)=[CH:5][CH:4]=1)[CH3:2]>O1CCCC1.[Pd]>[CH2:1]([C:3]1[CH:4]=[CH:5][C:6]([CH2:9][CH2:10][C:11]2[CH:16]=[CH:15][C:14]([C:17]3[CH:22]=[CH:21][C:20]([CH2:23][CH2:24][CH2:25][CH2:26][CH3:27])=[CH:19][C:18]=3[F:28])=[CH:13][CH:12]=2)=[CH:7][CH:8]=1)[CH3:2]. Procedure details: A solution of 1.2 g of 1-(p-ethylphenyl)-2-[4'-pentyl-2'-fluorobiphenyl-4-yl]ethene [obtained by Heck coupling of p-ethyl styrene with 4'-n-pentyl-2'-fluoro-4-bromobiphenyl] in 50 ml of tetrahydrofuran is hydrogenated in the presence of Pd/C. Customary work-up gives 1-(p-ethylphenyl)-2-(4'-n-pentyl-2'-fluorobiphenyl-4-yl)ethane. Reactants: C(C)C1=CC=C(C=C1)C=CC1=CC=C(C=C1)C1=C(C=C(C=C1)CCCCC)F (1-(p-ethylphenyl)-2-[4'-pentyl-2'-fluorobiphenyl-4-yl]ethene). The reagents and catalysts are [Pd] (Pd/C). Solvent: O1CCCC1 (tetrahydrofuran). Product: BrC=1C(=CC(=NC1)NC(OC(C)(C)C)=O)C(N)=S (tert-butyl 5-bromo-4-carbamothioylpyridin-2-ylcarbamate). As a reaction SMILES: [Br:1][C:2]1[C:3]([C:16](=O)[NH2:17])=[CH:4][C:5]([NH:8][C:9](=[O:15])[O:10][C:11]([CH3:14])([CH3:13])[CH3:12])=[N:6][CH:7]=1.COC1C=CC(P2(SP(C3C=CC(OC)=CC=3)(=S)S2)=[S:28])=CC=1>O1CCCC1>[Br:1][C:2]1[C:3]([C:16](=[S:28])[NH2:17])=[CH:4][C:5]([NH:8][C:9](=[O:15])[O:10][C:11]([CH3:14])([CH3:13])[CH3:12])=[N:6][CH:7]=1. Procedure: The crude tert-butyl 5-bromo-4-carbamoylpyridin-2-ylcarbamate (Intermediate 84, 232 mmol) was treated with Lawesson's Reagent (94 g, 232 mmol, 1 eq) and tetrahydrofuran (700 mL), the resulting mixture was heated at reflux for 1 h, then it was allowed to stir at room temperature over the weekend. The mixture was concentrated to dryness in vacuo and toluene (˜300 mL) was added. A bright yellow solid precipitated formed which was collected by filtration and washed with toluene, then dried in the va... The reactants are BrC=1C(=CC(=NC1)NC(OC(C)(C)C)=O)C(N)=O (tert-butyl 5-bromo-4-carbamoylpyridin-2-ylcarbamate), BrC=1C(=CC(=NC1)NC(OC(C)(C)C)=O)C(N)=O (tert-butyl 5-bromo-4-carbamoylpyridin-2-ylcarbamate), COC=1C=CC(=CC1)P2(=S)SP(=S)(S2)C=3C=CC(=CC3)OC (Lawesson's Reagent). Yield: 97.3%. The reactants are C(C)(=O)O (acetic acid), S(O)(O)(=O)=O (sulphuric acid), C1(O)=CC(O)=CC=C1 (resorcinol), OC(C)(CCCCC)C (2-hydroxy-2-methyl-heptane). The solvent is O (water). Run at time 8 hour. The product is OC1=C(C=CC(=C1)O)C(C)(CCCCC)C (2-(2,4-dihydroxyphenyl)-2-methyl-heptane), ( b.p.12 ). Reaction SMILES: C(O)(=O)C.S(=O)(=O)(O)O.[C:10]1([CH:17]=[CH:16][CH:15]=[C:13]([OH:14])[CH:12]=1)[OH:11].O[C:19]([CH3:26])([CH2:21][CH2:22][CH2:23][CH2:24][CH3:25])[CH3:20]>O>[OH:11][C:10]1[CH:12]=[C:13]([OH:14])[CH:15]=[CH:16][C:17]=1[C:19]([CH3:26])([CH2:21][CH2:22][CH2:23][CH2:24][CH3:25])[CH3:20]. Procedure: To 100 parts of glacial acetic acid containing 9.8 parts of 98% sulphuric acid was added 22 parts of resorcinol followed by 13 parts of 2-hydroxy-2-methyl-heptane at room temperature. After storing overnight at the same temperature the reaction mixture was poured into 1000 parts of water. The organic phase which separated out, was after decanting off the water, taken up in ether, washed with sodium bicarbonate solution, and finally with water. The ether solution was then evaporated and the resid... As a reaction SMILES: [C:1]([N:4]1[CH2:13][CH2:12][C:7]([C:14]#[N:15])([C:8]([O:10][CH3:11])=[O:9])[CH2:6][CH2:5]1)(=[O:3])[CH3:2].N>[Ni].CO>[C:1]([N:4]1[CH2:13][CH2:12][C:7]([CH2:14][NH2:15])([C:8]([O:10][CH3:11])=[O:9])[CH2:6][CH2:5]1)(=[O:3])[CH3:2]. The solvent is CO (methanol). Reagents/catalysts: [Ni] (Raney nickel). Run at time 2 hour. Yields the product C(C)(=O)N1CCC(C(=O)OC)(CC1)CN (methyl 1-acetyl-4-aminomethylisonipecotate). Reported procedure: A mixture of methyl 1-acetyl-4-cyanoisonipecotate (3.95 g), Raney nickel (3 g), concentrated ammonia solution (15 ml) and methanol (100 ml) was stirred at 5 atms under hydrogen atmosphere for 2 hours, and the catalyst was filtered off. The reaction solution was concentrated to give light blue oil of methyl 1-acetyl-4-aminomethylisonipecotate. To a solution of the obtained methyl 1-acetyl-4-aminomethylisonipecotate and N-(2,2-diethoxyethyl)-Z-glycine (6.12 g) in acetonitrile (100 ml) was added WS... Starting materials: C(C)(=O)N1CCC(C(=O)OC)(CC1)C#N (methyl 1-acetyl-4-cyanoisonipecotate), N (ammonia). Starting materials: ClC=1NC2=C(N1)C=CC=C2 (2-chlorobenzimidazole), N1CCNCC1 (piperazine), C(C)(C)O (isopropyl alcohol). Conditions: time 6.5 hour. Product: CN1CCN(CC1)C=1NC2=C(N1)C=CC=C2 (1-methyl 4(2-benzimidazolyl) piperazine). RXN SMILES: Cl[C:2]1[NH:3][C:4]2[CH:10]=[CH:9][CH:8]=[CH:7][C:5]=2[N:6]=1.[NH:11]1[CH2:16][CH2:15][NH:14][CH2:13][CH2:12]1.[CH:17](O)(C)C>>[CH3:17][N:11]1[CH2:16][CH2:15][N:14]([C:2]2[NH:3][C:4]3[CH:10]=[CH:9][CH:8]=[CH:7][C:5]=3[N:6]=2)[CH2:13][CH2:12]1. Reported procedure: 2-chlorobenzimidazole (5.0 g) and piperazine (8.0 g) were dissolved in 10 ml isopropyl alcohol and reflexed 6.5 hours. The solution was concentrated in vacuo. The residue treated with sodium carbonate and then extracted with chloroform to yield 5.55 g product. mp. 222°-224° C. The reactants are 50, OC(CNC(=S)NC1=CC=CC=C1)C1=CC=CC=C1 (N-(2-hydroxy-2-phenylethyl)N'-phenylthiourea), BrBr (bromine). Solvent: ClC(Cl)(Cl)Cl (tetrachloromethane). Product: 10, C1(=CC=CC=C1)C1CN=C2SC3=C(N21)C=CC=C3 (2,3-dihydro-3-phenylimidazo[2,1-b]benzothiazole). Yield: 22.0%. As a reaction SMILES: O[CH:2]([C:14]1[CH:19]=[CH:18][CH:17]=[CH:16][CH:15]=1)[CH2:3][NH:4][C:5]([NH:7][C:8]1[CH:13]=[CH:12][CH:11]=[CH:10][CH:9]=1)=[S:6].BrBr>ClC(Cl)(Cl)Cl>[C:14]1([CH:2]2[N:7]3[C:5]([S:6][C:9]4[CH:10]=[CH:11][CH:12]=[CH:13][C:8]=43)=[N:4][CH2:3]2)[CH:19]=[CH:18][CH:17]=[CH:16][CH:15]=1. Reported procedure: A mixture of 50 parts of N-(2-hydroxy-2-phenylethyl)N'-phenylthiourea, 30 parts of bromine and 800 parts tetrachloromethane is stirred and refluxed for 2 hours. The reaction mixture is evaporated. From the residue, the free base is liberated in the conventional manner with ammonium hydroxide and extracted with trichloromethane. The extract is dried, filtered and evaporated. The residue is suspended in boiling 4-methyl-2-pentanone. The product is filtered off and stirred in a diluted sodium hydro...